This data is from the Open Reaction Database (ORD), a public repository of structured organic reaction records. The task is: describe an organic reaction: reactants, conditions, products, and yield Reactants: CC(C)(C)S(=O)N=C1c2cc(Br)ccc2CC12CCOCC2, C1COCCO1, CCOCC, Cl. Yields the product N=C1c2cc(Br)ccc2CC12CCOCC2. As a reaction SMILES: [Br:2][c:3]1[cH:4][c:5]2[c:9]([cH:10][cH:11]1)[CH2:8][C:7]1([C:6]2=[N:17][S:18]([C:19]([CH3:20])([CH3:21])[CH3:22])=[O:23])[CH2:12][CH2:13][O:14][CH2:15][CH2:16]1.[CH2:29]1[O:30][CH2:31][CH2:32][O:33][CH2:34]1.[CH3:24][CH2:25][O:26][CH2:27][CH3:28].[ClH:1]>>[Br:2][c:3]1[cH:4][c:5]2[c:9]([cH:10][cH:11]1)[CH2:8][C:7]1([C:6]2=[NH:17])[CH2:12][CH2:13][O:14][CH2:15][CH2:16]1. Yields the product CCCCCCCCCCCCCCCCCC(=O)OCC(COC(=O)CCCCCCCCCCCCCCCCC)OC(=O)CCCCCCCCCCCCCCCCC (Stearin). The reactants are C(CCCCCCC\C=C/CCCCCCCC)(=O)O (oleic acid), C(CCCCCCCCCCCCCCCCC)(=O)O (stearic acid), C(CCCCCCCCCCCCCCC)(=O)O (palmitic acid), CCCCCCCC/C=C\CCCCCCCC(=O)OCC(OC(=O)CCCCCCC/C=C\CCCCCCCC)COC(=O)CCCCCCC/C=C\CCCCCCCC (olein), C(CCCCCCC\C=C/CCCCCCCC)(=O)O (oleic acid), C(CCCCCCCCCCCCCCCCC)(=O)O (stearic acid), C(CCCCCCCCCCCCCCC)(=O)O (palmitic acid). As a reaction SMILES: [CH3:1][CH2:2][CH2:3][CH2:4][CH2:5][CH2:6][CH2:7][CH2:8]/[CH:9]=[CH:10]\[CH2:11][CH2:12][CH2:13][CH2:14][CH2:15][CH2:16][CH2:17][C:18]([O:20][CH2:21][CH:22]([CH2:43][O:44][C:45]([CH2:47][CH2:48][CH2:49][CH2:50][CH2:51][CH2:52][CH2:53]/[CH:54]=[CH:55]\[CH2:56][CH2:57][CH2:58][CH2:59][CH2:60][CH2:61][CH2:62][CH3:63])=[O:46])[O:23][C:24]([CH2:26][CH2:27][CH2:28][CH2:29][CH2:30][CH2:31][CH2:32]/[CH:33]=[CH:34]\[CH2:35][CH2:36][CH2:37][CH2:38][CH2:39][CH2:40][CH2:41][CH3:42])=[O:25])=[O:19].C(O)(=O)CCCCCCC/C=C\CCCCCCCC.C(O)(=O)CCCCCCCCCCCCCCCCC.C(O)(=O)CCCCCCCCCCCCCCC>>[CH3:1][CH2:2][CH2:3][CH2:4][CH2:5][CH2:6][CH2:7][CH2:8][CH2:9][CH2:10][CH2:11][CH2:12][CH2:13][CH2:14][CH2:15][CH2:16][CH2:17][C:18]([O:20][CH2:21][CH:22]([O:23][C:24]([CH2:26][CH2:27][CH2:28][CH2:29][CH2:30][CH2:31][CH2:32][CH2:33][CH2:34][CH2:35][CH2:36][CH2:37][CH2:38][CH2:39][CH2:40][CH2:41][CH3:42])=[O:25])[CH2:43][O:44][C:45]([CH2:47][CH2:48][CH2:49][CH2:50][CH2:51][CH2:52][CH2:53][CH2:54][CH2:55][CH2:56][CH2:57][CH2:58][CH2:59][CH2:60][CH2:61][CH2:62][CH3:63])=[O:46])=[O:19]. Procedure: The stearin part of transesterified oil can be obtained by transesterifying a raw oil-and-fat containing 10 to 40% by mass of oleic acid, 10 to 40% by mass of stearic acid and 30 to 70% by mass of palmitic acid, and then fractionating it so as to obtain an olein part, and further fractionating the olein part. It is preferable to use a raw oil-and-fat containing 10 to 35% by mass of oleic acid, 15 to 40% by mass of stearic acid and 35 to 65% by mass of palmitic acid, and it is more preferable to ... Reactants: C(=C)(C)P(O)(O)=O (isopropenyl phosphonic acid), C(C=C)(=O)N (acrylamide), S(=O)(=O)([O-])OOS(=O)(=O)[O-].[NH4+].[NH4+] (Ammonium persulfate). Solvent: O (water). The product is C(=C)(C)P(O)(O)=O.C(C=C)(=O)N (Isopropenyl Phosphonic Acid Acrylamide). RXN SMILES: [C:1]([P:4](=[O:7])([OH:6])[OH:5])([CH3:3])=[CH2:2].[C:8]([NH2:12])(=[O:11])[CH:9]=[CH2:10].S(OOS([O-])(=O)=O)([O-])(=O)=O.[NH4+].[NH4+]>O>[C:1]([P:4](=[O:5])([OH:7])[OH:6])([CH3:3])=[CH2:2].[C:8]([NH2:12])(=[O:11])[CH:9]=[CH2:10] |f:2.3.4,6.7|. Procedure: Aqueous isopropenyl phosphonic acid (47 g; 54%, 0.2 mole) and aqueous acrylamide (28 g, 50%, 0.2 mole) were mixed in a resin kettle as previously described. Ammonium persulfate (6 g) and an additional 84 g of water were then added. The solution was sparged with nitrogen for 1/2 hour and heated to reflux. After 11/2 hours, an additional 6 g of initiator was added followed by an additional 11/2 hours of reflux. The aqueous product was yellow with a final pH of 1.3. The 31PMR showed polymeric absor... The reactants are O=C([O-])[O-], CCCCCCCCBr, CC(C)=O, CCOC(C)=O, [K+], [K+], COC(=O)c1ccc(O)cc1. The product is CCCCCCCCOc1ccc(C(=O)OC)cc1. Reaction SMILES: [C:12](=[O:13])([O-:14])[O-:15].[CH2:22]([CH2:23][CH2:24][CH2:25][CH2:26][CH2:27][CH2:28][CH3:29])[Br:30].[CH3:18][C:19](=[O:20])[CH3:21].[CH3:31][CH2:32][O:33][C:34](=[O:35])[CH3:36].[K+:16].[K+:17].[OH:1][c:2]1[cH:3][cH:4][c:5]([C:6](=[O:7])[O:8][CH3:9])[cH:10][cH:11]1>>[O:1]([c:2]1[cH:3][cH:4][c:5]([C:6](=[O:7])[O:8][CH3:9])[cH:10][cH:11]1)[CH2:22][CH2:23][CH2:24][CH2:25][CH2:26][CH2:27][CH2:28][CH3:29].